This data is from the Open Reaction Database (ORD), a public repository of structured organic reaction records. The task is: describe an organic reaction: reactants, conditions, products, and yield The reactants are O=C([O-])[O-], CS(C)=O, CNc1nccc(-c2cccnc2Cl)n1, [Cs+], [Cs+], Nc1ccc(S)cc1, O. The product is CNc1nccc(-c2cccnc2Sc2ccc(N)cc2)n1. Reaction SMILES: [C:9](=[O:10])([O-:11])[O-:12].[CH3:15][S:16]([CH3:17])=[O:18].[Cl:19][c:20]1[n:21][cH:22][cH:23][cH:24][c:25]1-[c:26]1[n:27][c:28]([NH:32][CH3:33])[n:29][cH:30][cH:31]1.[Cs+:13].[Cs+:14].[NH2:1][c:2]1[cH:3][cH:4][c:5]([SH:8])[cH:6][cH:7]1.[OH2:34]>>[NH2:1][c:2]1[cH:3][cH:4][c:5]([S:8][c:20]2[n:21][cH:22][cH:23][cH:24][c:25]2-[c:26]2[n:27][c:28]([NH:32][CH3:33])[n:29][cH:30][cH:31]2)[cH:6][cH:7]1. The reactants are O=C([O-])[O-], CCCN, CS(C)=O, Cc1cc(I)ccc1-n1ncc2c(OC3CCN(C(=O)OC(C)C)CC3)ncnc21, I[Cu]I, [K+], [K+], O=C(O)C1CCCN1. Yields the product CCCNc1ccc(-n2ncc3c(OC4CCN(C(=O)OC(C)C)CC4)ncnc32)c(C)c1. RXN SMILES: [C:43](=[O:44])([O-:45])[O-:46].[CH2:31]([CH2:32][CH3:33])[NH2:34].[CH3:49][S:50]([CH3:51])=[O:52].[CH:1]([CH3:2])([CH3:3])[O:4][C:5](=[O:6])[N:7]1[CH2:8][CH2:9][CH:10]([O:13][c:14]2[c:15]3[c:16]([n:17][cH:18][n:19]2)[n:20](-[c:23]2[c:24]([CH3:30])[cH:25][c:26]([I:29])[cH:27][cH:28]2)[n:21][cH:22]3)[CH2:11][CH2:12]1.[Cu:53]([I:54])[I:55].[K+:47].[K+:48].[OH:35][C:36]([CH:37]1[NH:38][CH2:39][CH2:40][CH2:41]1)=[O:42]>>[CH:1]([CH3:2])([CH3:3])[O:4][C:5](=[O:6])[N:7]1[CH2:8][CH2:9][CH:10]([O:13][c:14]2[c:15]3[c:16]([n:17][cH:18][n:19]2)[n:20](-[c:23]2[c:24]([CH3:30])[cH:25][c:26]([NH:34][CH2:31][CH2:32][CH3:33])[cH:27][cH:28]2)[n:21][cH:22]3)[CH2:11][CH2:12]1. Reactants: OCN1C(NC(C1=O)(C1=CC=CC=C1)C1=CC=CC=C1)=O (3-hydroxymethyl-diphenylhydantoin), CN(CC(=O)O)C (N,N-dimethylglycine), C1(CCCCC1)N=C=NC1CCCCC1 (dicyclohexylcarbodiimide). The solvent is N1=CC=CC=C1 (pyridine). Conditions: time 24 hour. Yields the product CN(CC(=O)OCN1C(NC(C1=O)(C1=CC=CC=C1)C1=CC=CC=C1)=O)C (3-(N,N-DIMETHYLGLYCYLOXYMETHYL)DIPHENYLHYDANTOIN). RXN SMILES: [OH:1][CH2:2][N:3]1[C:7](=[O:8])[C:6]([C:15]2[CH:20]=[CH:19][CH:18]=[CH:17][CH:16]=2)([C:9]2[CH:14]=[CH:13][CH:12]=[CH:11][CH:10]=2)[NH:5][C:4]1=[O:21].[CH3:22][N:23]([CH3:28])[CH2:24][C:25](O)=[O:26].C1(N=C=NC2CCCCC2)CCCCC1>N1C=CC=CC=1>[CH3:22][N:23]([CH3:28])[CH2:24][C:25]([O:1][CH2:2][N:3]1[C:7](=[O:8])[C:6]([C:15]2[CH:16]=[CH:17][CH:18]=[CH:19][CH:20]=2)([C:9]2[CH:14]=[CH:13][CH:12]=[CH:11][CH:10]=2)[NH:5][C:4]1=[O:21])=[O:26]. Reported procedure: Into a suitable reaction vessel containing 5 ml of pyridine, there is added one g (0.0035 mols) of 3-hydroxymethyl-diphenylhydantoin, 0.36 g (0.0035 mols) of N,N-dimethylglycine and 0.79 g (0.0035 mols) of dicyclohexylcarbodiimide (DCCI). The reaction mixture is stirred at room temperature for a period of approximately 24 hours, after which the final product, mp 128°-130°, yield 0.86 g (66.7%) is obtained. The solvent is CCOCC (ether), O1CCCC1 (tetrahydrofuran), CCOCC (ether), CCOCC (ether). Run at time 6 hour. As a reaction SMILES: CN(C)C=O.[C:6]([C:8]1[CH:9]=[C:10]([CH:16]=[CH:17][CH:18]=1)[CH:11]=[CH:12][C:13](O)=[O:14])#[N:7].C(Cl)(=O)C(Cl)=O.[BH4-].[Na+]>CCOCC.O1CCCC1>[C:6]([C:8]1[CH:9]=[C:10]([CH:16]=[CH:17][CH:18]=1)[CH:11]=[CH:12][CH2:13][OH:14])#[N:7] |f:3.4|. Procedure details: Dimethylformamide (0.1 ml) was added to a stirred suspension of 3-cyano-cinnamic acid (30 g) in dry ether (500 ml) containing oxalyl chloride (15 ml). The mixture was stirred for 6 hours, filtered and evaporated to give the crude acid chloride as a pale solid. A solution of this acid chloride in ether (100 ml) and tetrahydrofuran (100 ml) was added to a stirred suspension of sodium borohydride-doped alumina (20 g sodium borohydride on 200 g alumina) in ether (200 ml). The mixture was stirred for... Starting materials: acid chloride, [BH4-].[Na+] (sodium borohydride), CN(C=O)C (Dimethylformamide), C(#N)C=1C=C(C=CC(=O)O)C=CC1 (3-cyano-cinnamic acid), C(C(=O)Cl)(=O)Cl (oxalyl chloride). Product: C(#N)C=1C=C(C=CCO)C=CC1 (3-Cyano-cinnamyl alcohol). The reactants are ClC=1C=C(C=C(C1)F)OS(=O)(=O)C1=CC=C(C=C1)C (toluene-4-sulfonic acid 3-chloro-5-fluoro-phenyl ester), C#CCCCCC (1-heptyne). Run in CCCCCCC (heptane). The product is ClC1=CC(=CC(=C1)C#CCCCCC)F (1-Chloro-3-fluoro-5-hept-1-ynyl-benzene). As a reaction SMILES: [Cl:1][C:2]1[CH:3]=[C:4](OS(C2C=CC(C)=CC=2)(=O)=O)[CH:5]=[C:6]([F:8])[CH:7]=1.[CH:20]#[C:21][CH2:22][CH2:23][CH2:24][CH2:25][CH3:26]>CCCCCCC>[Cl:1][C:2]1[CH:3]=[C:4]([C:20]#[C:21][CH2:22][CH2:23][CH2:24][CH2:25][CH3:26])[CH:5]=[C:6]([F:8])[CH:7]=1. Procedure: This product was prepared from toluene-4-sulfonic acid 3-chloro-5-fluoro-phenyl ester and 1-heptyne following the general procedure for the Sonogashira cross-coupling process described above. Chromatography eluent: heptane; yield (110 mg, 98%); 1H NMR δ (CDCl3): 7.16 (s, 1H), 7.02-6.94 (m, 2H), 2.43 (t, J=7.13 Hz, 2H), 1.62 (p, J=7.12 Hz, 2H), 1.45-1.29 (m, 4H), 0.92 (t, J=7.22 Hz, 3H); LCMS m/z: 224. The reactants are C1(=CC=CC=C1)S (thiophenol), C(=O)([O-])[O-].[K+].[K+] (K2CO3), C1(=CC=CC=C1)O (phenol), C1(=CC=CC=C1)S (thiophenol), COC1=C(C=CC(=C1)N1N=CC=C1)C=1N=NC(=CC1)OC1CNCC1 (3-(2-methoxy-4-(1H-pyrazol-1-yl)phenyl)-6-(pyrrolidin-3-yloxy)pyridazine). Solvent: CN1CCCC1=O (NMP). Yields the product N1(N=CC=C1)C=1C=CC(=C(C1)O)C=1N=NC(=CC1)OC1CNCC1 (5-(1H-Pyrazol-1-yl)-2-(6-(pyrrolidin-3-yloxy)pyridazin-3-yl)phenol). Isolated yield 107.0%. As a reaction SMILES: C1(O)C=CC=CC=1.C1(S)C=CC=CC=1.C[O:16][C:17]1[CH:22]=[C:21]([N:23]2[CH:27]=[CH:26][CH:25]=[N:24]2)[CH:20]=[CH:19][C:18]=1[C:28]1[N:29]=[N:30][C:31]([O:34][CH:35]2[CH2:39][CH2:38][NH:37][CH2:36]2)=[CH:32][CH:33]=1.C([O-])([O-])=O.[K+].[K+]>CN1C(=O)CCC1>[N:23]1([C:21]2[CH:20]=[CH:19][C:18]([C:28]3[N:29]=[N:30][C:31]([O:34][CH:35]4[CH2:39][CH2:38][NH:37][CH2:36]4)=[CH:32][CH:33]=3)=[C:17]([OH:16])[CH:22]=2)[CH:27]=[CH:26][CH:25]=[N:24]1 |f:3.4.5|. Procedure details: Following GENERAL METHOD 3-1 for phenol deprotection using thiophenol, 3-(2-methoxy-4-(1H-pyrazol-1-yl)phenyl)-6-(pyrrolidin-3-yloxy)pyridazine (91 mg, 0.24 mmol) was treated with thiophenol (30 mg, 0.27 mmol) and K2CO3 (30 mg, 0.22 mmol) in NMP (1.6 mL) for 15 min at 190° C. After HPLC purification (0.1% trifluoroacetic acid as modifier), the product-containing fractions were free based by catch and release using SiliaBond Propylsulfonic Acid® (2 g, MeOH as eluent and a 2 N ammonia solution in ... The reactants are C(C(C)C)C1=CC=C(C=C1)C(C(=O)O)C (2-(p-isobutylphenyl)propionic acid), FC(CO)(F)F (2,2,2-trifluoroethyl alcohol), S(O)(O)(=O)=O (sulfuric acid), ice water. Conditions: temperature 100 celsius. The product is FC(COC(C(C)C1=CC=C(C=C1)CC(C)C)=O)(F)F (2-(p-isobutylphenyl)propionic acid-2,2,2-trifluoroethyl ester). RXN SMILES: [CH2:1]([C:5]1[CH:10]=[CH:9][C:8]([CH:11]([CH3:15])[C:12]([OH:14])=[O:13])=[CH:7][CH:6]=1)[CH:2]([CH3:4])[CH3:3].[F:16][C:17]([F:21])([F:20])[CH2:18]O.S(=O)(=O)(O)O>>[F:16][C:17]([F:21])([F:20])[CH2:18][O:13][C:12](=[O:14])[CH:11]([C:8]1[CH:7]=[CH:6][C:5]([CH2:1][CH:2]([CH3:4])[CH3:3])=[CH:10][CH:9]=1)[CH3:15]. Procedure: A mixture of 4.12 g of 2-(p-isobutylphenyl)propionic acid, 15 ml of 2,2,2-trifluoroethyl alcohol and 4.9 g of concentrated sulfuric acid was heated at 100° C. for 12 hours. After the reaction was complete, the mixture was poured into ice-water and the resulting mixture was extracted with ether. The ether layer separated was washed sufficiently with successive 5% sodium carbonate solution and water, and dehydrated. The ether was removed by distillation to give an oily product. Distillation of the...